Dataset: the Open Reaction Database (ORD), a public repository of structured organic reaction records. Task: describe an organic reaction: reactants, conditions, products, and yield The reactants are BrC(C(=O)C=1C=CC2=C(NC(S2)=O)C1)C (5-(2-bromopropionyl)-2-benzothiazolinone), NC1=NC=CC=N1 (2-aminopyrimidine). The solvent is C(C)#N (acetonitrile). The product is CC1=C(N=C2N1C=CC=N2)C=2C=CC1=C(NC(S1)=O)C2 (5-(3-methylimidazo-[1,2-a]pyrimidin-2-yl)-2-benzothiazolinone). Isolated yield 50.7%. As a reaction SMILES: Br[CH:2]([CH3:15])[C:3]([C:5]1[CH:6]=[CH:7][C:8]2[S:12][C:11](=[O:13])[NH:10][C:9]=2[CH:14]=1)=O.[NH2:16][C:17]1[N:22]=[CH:21][CH:20]=[CH:19][N:18]=1>C(#N)C>[CH3:15][C:2]1[N:18]2[CH:19]=[CH:20][CH:21]=[N:22][C:17]2=[N:16][C:3]=1[C:5]1[CH:6]=[CH:7][C:8]2[S:12][C:11](=[O:13])[NH:10][C:9]=2[CH:14]=1. Reported procedure: A solution of 5-(2-bromopropionyl)-2-benzothiazolinone (2.9 g) and 2-aminopyrimidine (2.9 g) in acetonitrile (100 ml) was refluxed for 15 hours with stirring. The reaction mixture was cooled to ambient temperature to give a precipitate, which was collected by filtration. The precipitate was added to a mixture of water and ethyl acetate and the resulting mixture was adjusted to pH 8.0 with 20% aqueous potassium carbonate solution. The precipitate was collected by filtration, washed successively w... The reactants are C(C)(C)(C)OC(N[C@@H]1CC[C@H](CC1)C1COC=2C=NC3=CC=C(C=C3C2C1O)OC)=O ([trans-4-(4-hydroxy-6-methoxy-3,4-dihydro-2H-1-oxa-9-aza-phenanthren-3-yl)-cyclohexyl]-carbamic acid tert-butyl ester), O=C1CSC2=C(N1)C=C(C=C2)C(=O)O (3-oxo-3,4-dihydro-2H-benzo[1,4]thiazine-6-carboxylic acid). Product: COC=1C=C2C=3C(C(COC3C=NC2=CC1)[C@@H]1CC[C@H](CC1)NC(=O)C=1C=CC2=C(NC(CS2)=O)C1)=O (3-oxo-3,4-dihydro-2H-benzo[1,4]thiazine-6-carboxylic acid [trans-4-(6-methoxy-4-oxo-3,4-dihydro-2H-1-oxa-9-aza-phenanthren-3-yl)-cyclohexyl]-amide). As a reaction SMILES: C(O[C:6](=[O:31])[NH:7][C@H:8]1[CH2:13][CH2:12][C@H:11]([CH:14]2[CH:27]([OH:28])[C:26]3[C:25]4[C:20](=[CH:21][CH:22]=[C:23]([O:29][CH3:30])[CH:24]=4)[N:19]=[CH:18][C:17]=3[O:16][CH2:15]2)[CH2:10][CH2:9]1)(C)(C)C.[O:32]=[C:33]1[NH:38][C:37]2[CH:39]=[C:40](C(O)=O)[CH:41]=[CH:42][C:36]=2[S:35][CH2:34]1>>[CH3:30][O:29][C:23]1[CH:24]=[C:25]2[C:20](=[CH:21][CH:22]=1)[N:19]=[CH:18][C:17]1[O:16][CH2:15][CH:14]([C@H:11]3[CH2:12][CH2:13][C@H:8]([NH:7][C:6]([C:40]4[CH:41]=[CH:42][C:36]5[S:35][CH2:34][C:33](=[O:32])[NH:38][C:37]=5[CH:39]=4)=[O:31])[CH2:9][CH2:10]3)[C:27](=[O:28])[C:26]2=1. Procedure details: The titled compound is prepared as a white lyophilizated powder following Scheme 6 and in analogy to Example 15 using [trans-4-(4-hydroxy-6-methoxy-3,4-dihydro-2H-1-oxa-9-aza-phenanthren-3-yl)-cyclohexyl]-carbamic acid tert-butyl ester and 3-oxo-3,4-dihydro-2H-benzo[1,4]thiazine-6-carboxylic acid as starting materials. Reaction SMILES: N1(C(N2CCC(OC3N=CN=C(N4[C:29]5[C:24](=[CH:25][C:26](S(C)(=O)=O)=[CH:27][CH:28]=5)[CH2:23][CH2:22]4)C=3)CC2)=O)C=CN=C1.CC([OH:38])CC>>[CH3:22][CH:23]([OH:38])[C:24]1[CH:29]=[CH:28][CH:27]=[CH:26][CH:25]=1. Procedure details: The same reaction as in the method described in Example 9 was performed using the 1-(6-{[1-(1H-imidazol-1-ylcarbonyl)piperidin-4-yl]oxy}pyrimidin-4-yl)-5-(methylsulfonyl)indoline (150 mg, 0.311 mmol) produced in Reference Example 29 and, instead of 2-butanol, DL-1-phenylethanol (113 μL, 0.933 mmol) to obtain the title compound as white powder (60.5 mg, yield: 37%). Yields the product CC(C1=CC=CC=C1)O (DL-1-phenylethanol). Starting materials: N1(C=NC=C1)C(=O)N1CCC(CC1)OC1=CC(=NC=N1)N1CCC2=CC(=CC=C12)S(=O)(=O)C (1-(6-{[1-(1H-imidazol-1-ylcarbonyl)piperidin-4-yl]oxy}pyrimidin-4-yl)-5-(methylsulfonyl)indoline), CC(CC)O (2-butanol). Product: O=[N+]([O-])c1ccccc1. The reactants are O, O=[N+]([O-])O, c1ccccc1. Reaction SMILES: [OH2:11].[OH:7][N+:8]([O-:9])=[O:10].[cH:1]1[cH:2][cH:3][cH:4][cH:5][cH:6]1>>[c:1]1([N+:8](=[O:7])[O-:9])[cH:2][cH:3][cH:4][cH:5][cH:6]1. Reactants: Cl, O=C(Cc1ccsc1)N1CCC(c2nc(CCc3ccccc3)cs2)CC1, c1ccc(CCc2csc(C3CCNCC3)n2)cc1, O=C(O)Cc1nc2ccccc2s1. Yields the product O=C(Cc1nc2ccccc2s1)N1CCC(c2nc(CCc3ccccc3)cs2)CC1. RXN SMILES: [ClH:1].[c:21]1([CH2:22][CH2:23][c:24]2[n:25][c:26]([CH:27]3[CH2:28][CH2:29][N:30]([C:31](=[O:32])[CH2:33][c:34]4[cH:35][cH:36][s:37][cH:38]4)[CH2:39][CH2:40]3)[s:41][cH:42]2)[cH:43][cH:44][cH:45][cH:46][cH:47]1.[c:2]1([CH2:8][CH2:9][c:10]2[n:11][c:12]([CH:15]3[CH2:16][CH2:17][NH:18][CH2:19][CH2:20]3)[s:13][cH:14]2)[cH:3][cH:4][cH:5][cH:6][cH:7]1.[s:48]1[c:49]([CH2:57][C:58](=[O:59])[OH:60])[n:50][c:51]2[c:52]1[cH:53][cH:54][cH:55][cH:56]2>>[c:2]1([CH2:8][CH2:9][c:10]2[n:11][c:12]([CH:15]3[CH2:16][CH2:17][N:18]([C:58]([CH2:57][c:49]4[s:48][c:52]5[c:51]([n:50]4)[cH:56][cH:55][cH:54][cH:53]5)=[O:59])[CH2:19][CH2:20]3)[s:13][cH:14]2)[cH:3][cH:4][cH:5][cH:6][cH:7]1. Reactants: ClC=1N=NC(=CC1C)C1=CC=C(C=C1)Cl (3-chloro-6-(p-chlorophenyl)-4-methylpyridazine), C(C)(=O)NN (acetic acid hydrazide). The solvent is C(CCC)O (n-butanol). Yields the product ClC1=CC=C(C=C1)C=1C=C(C=2N(N1)C(=NN2)C)C (6-(p-chlorophenyl)-3,8-dimethyl-1,2,4-triazolo-[4,3-b]pyridazine). As a reaction SMILES: Cl[C:2]1[N:3]=[N:4][C:5]([C:9]2[CH:14]=[CH:13][C:12]([Cl:15])=[CH:11][CH:10]=2)=[CH:6][C:7]=1[CH3:8].[C:16]([NH:19][NH2:20])(=O)[CH3:17]>C(O)CCC>[Cl:15][C:12]1[CH:13]=[CH:14][C:9]([C:5]2[CH:6]=[C:7]([CH3:8])[C:2]3[N:3]([C:16]([CH3:17])=[N:19][N:20]=3)[N:4]=2)=[CH:10][CH:11]=1. Reported procedure: A mixture of 1.0 g. of 3-chloro-6-(p-chlorophenyl)-4-methylpyridazine, 0.62 g. of acetic acid hydrazide and 10 ml. of n-butanol is refluxed for 48 hours. The solvent is removed and the residue dissolved in dichloromethane and filtered through magnesol. The solid from the filtrate is recrystallized from dichloromethane-hexane to give 0.6 g. of solid, m.p. 209°-212° C. Recrystallization from dichloromethane-hexane gives the product of the example as light pink colored crystals, m.p. 215°-217° C. The reactants are C(C1=CC=CC=C1)C1C(=O)OCC1 (2-benzyl-γ-butyrolactone), Rh, C(C)(C)O (isopropanol), [H][H] (hydrogen). Product: C1(CCCCC1)C1(C(=O)OCC1)C (Cyclohexyl-methyl-γ-butyrolactone). The yield is 92.0%. Reaction SMILES: [CH2:1]([CH:8]1[CH2:13][CH2:12][O:11][C:9]1=[O:10])[C:2]1[CH:7]=[CH:6][CH:5]=[CH:4]C=1.[H][H].[CH:16](O)(C)C>>[CH:1]1([C:8]2([CH3:16])[CH2:13][CH2:12][O:11][C:9]2=[O:10])[CH2:2][CH2:7][CH2:6][CH2:5][CH2:4]1. Procedure details: In a 250 mL autoclave a mixture of 2-benzyl-γ-butyrolactone (5.00 g) and Rh-catalyst (5 wt. % Rh on carbon, 0.500 g) in isopropanol (60 mL) was treated with hydrogen (13 bar) at 120° C. for 18 h. Upon completion of the hydrogenation, the mixture was filtered and concentrated on a rotary evaporator to give 4.75 g (92%) of the title compound. Reactants: CI, CC(=O)NCCn1cc(C(=O)N2CCN(c3ccccc3F)CC2)c2ccc(Cl)cc21, [H-], [Na+], CN(C)C=O. Product: CC(=O)N(C)CCn1cc(C(=O)N2CCN(c3ccccc3F)CC2)c2ccc(Cl)cc21. Reaction SMILES: [CH3:34][I:35].[Cl:1][c:2]1[cH:3][cH:4][c:5]2[c:6]([C:17](=[O:18])[N:19]3[CH2:20][CH2:21][N:22]([c:25]4[c:26]([F:31])[cH:27][cH:28][cH:29][cH:30]4)[CH2:23][CH2:24]3)[cH:7][n:8]([CH2:11][CH2:12][NH:13][C:14]([CH3:15])=[O:16])[c:9]2[cH:10]1.[H-:33].[Na+:32].[O:36]=[CH:37][N:38]([CH3:39])[CH3:40]>>[Cl:1][c:2]1[cH:3][cH:4][c:5]2[c:6]([C:17](=[O:18])[N:19]3[CH2:20][CH2:21][N:22]([c:25]4[c:26]([F:31])[cH:27][cH:28][cH:29][cH:30]4)[CH2:23][CH2:24]3)[cH:7][n:8]([CH2:11][CH2:12][N:13]([C:14]([CH3:15])=[O:16])[CH3:34])[c:9]2[cH:10]1. Reactants: C(C)OC(CC1=CC(=C(C=C1)OC)OC1=C(C=C(C=C1)N)CSCC1=CC=CC=C1)=O ([3-(4-amino-2-benzylsulfanylmethyl-phenoxy)-4-methoxy-phenyl]-acetic acid ethyl ester), ClC1=CC=C(C(=O)Cl)C=C1 (4-chlorobenzoyl chloride). The product is C(C)OC(CC1=CC(=C(C=C1)OC)OC1=C(C=C(C=C1)NC(C1=CC=C(C=C1)Cl)=O)CSCC1=CC=CC=C1)=O ({3-[2-benzylsulfanylmethyl-4-(4-chloro-benzoylamino)-phenoxy]-4-methoxy-phenyl}-acetic acid ethyl ester). RXN SMILES: [CH2:1]([O:3][C:4](=[O:31])[CH2:5][C:6]1[CH:11]=[CH:10][C:9]([O:12][CH3:13])=[C:8]([O:14][C:15]2[CH:20]=[CH:19][C:18]([NH2:21])=[CH:17][C:16]=2[CH2:22][S:23][CH2:24][C:25]2[CH:30]=[CH:29][CH:28]=[CH:27][CH:26]=2)[CH:7]=1)[CH3:2].[Cl:32][C:33]1[CH:41]=[CH:40][C:36]([C:37](Cl)=[O:38])=[CH:35][CH:34]=1>>[CH2:1]([O:3][C:4](=[O:31])[CH2:5][C:6]1[CH:11]=[CH:10][C:9]([O:12][CH3:13])=[C:8]([O:14][C:15]2[CH:20]=[CH:19][C:18]([NH:21][C:37](=[O:38])[C:36]3[CH:40]=[CH:41][C:33]([Cl:32])=[CH:34][CH:35]=3)=[CH:17][C:16]=2[CH2:22][S:23][CH2:24][C:25]2[CH:30]=[CH:29][CH:28]=[CH:27][CH:26]=2)[CH:7]=1)[CH3:2]. Reported procedure: As described for Example 10, [3-(2-bromomethyl-4-nitro-phenoxy)-4-methoxy-phenyl]-acetic acid ethyl ester and benzyl mercaptan were reacted to provide [3-(2-benzylsulfanylmethyl-4-nitro-phenoxy)-4-methoxy-phenyl]-acetic acid ethyl ester, which was reduced to [3-(4-amino-2-benzylsulfanylmethyl-phenoxy)-4-methoxy-phenyl]-acetic acid ethyl ester and then treated with 4-chlorobenzoyl chloride to provide {3-[2-benzylsulfanylmethyl-4-(4-chloro-benzoylamino)-phenoxy]-4-methoxy-phenyl}-acetic acid ethyl... Run at temperature 100 celsius, time 70 minute. As a reaction SMILES: Br[CH:2](Br)[C:3]1[CH:15]=[C:14]2[C:6]([C:7]3[CH:8]=[C:9]([Br:17])[CH:10]=[CH:11][C:12]=3[C:13]2=[O:16])=[CH:5][CH:4]=1.[C:19]([O-:22])(=[O:21])[CH3:20].[K+].CC([CH2:27][C:28]([OH:30])=[O:29])=O>CN(C=O)C.C(OCC)(=O)C>[C:19]([O:22][CH:2]([O:30][C:28](=[O:29])[CH3:27])[C:3]1[CH:15]=[C:14]2[C:6]([C:7]3[CH:8]=[C:9]([Br:17])[CH:10]=[CH:11][C:12]=3[C:13]2=[O:16])=[CH:5][CH:4]=1)(=[O:21])[CH3:20] |f:1.2|. The product is C(C)(=O)OC(C1=CC=C2C=3C=C(C=CC3C(C2=C1)=O)Br)OC(C)=O (7-diacetoxymethyl-3-bromo-9-fluorenone). Reported procedure: To 7-dibromomethyl-3-bromo-9-fluorenone (137.1 mg) in DMF (3.3 ml) was added potassium acetate (78 mg). The reaction mixture was stirred at 100° C. for 70 minutes. It was then diluted with ethyl acetate, washed four times with H2O, twice with brine, dried and evaporated. The residue was purified by preparative tlc using 1% ethyl acetate/methylene chloride gave a mixture of the diacetate and the ultimately desired aldehyde (68.4 mg). Starting materials: BrC(C1=CC=C2C=3C=C(C=CC3C(C2=C1)=O)Br)Br (7-dibromomethyl-3-bromo-9-fluorenone), C(C)(=O)[O-].[K+] (potassium acetate), aldehyde, CC(=O)CC(=O)O (diacetate). Run in CN(C)C=O (DMF), C(C)(=O)OCC (ethyl acetate).